Dataset: the Open Reaction Database (ORD), a public repository of structured organic reaction records. Task: describe an organic reaction: reactants, conditions, products, and yield Starting materials: CC(C)(C)OC(=O)NC(Cc1ccc(OCc2ccccc2)cc1)C(=O)O, C1CCOC1, CI, CCOCC, CO, Cl, [H-], [Na+]. Yields the product NC(Cc1ccc(OCc2ccccc2)cc1)C(=O)O. Reaction SMILES: [C:3]([O:4][C:5](=[O:6])[NH:10][CH:11]([CH2:12][c:13]1[cH:14][cH:15][c:16]([O:19][CH2:20][c:21]2[cH:22][cH:23][cH:24][cH:25][cH:26]2)[cH:17][cH:18]1)[C:27](=[O:28])[OH:29])([CH3:7])([CH3:8])[CH3:9].[CH2:38]1[O:39][CH2:40][CH2:41][CH2:42]1.[CH3:30][I:31].[CH3:33][CH2:34][O:35][CH2:36][CH3:37].[CH3:43][OH:44].[ClH:32].[H-:2].[Na+:1]>>[NH2:10][CH:11]([CH2:12][c:13]1[cH:14][cH:15][c:16]([O:19][CH2:20][c:21]2[cH:22][cH:23][cH:24][cH:25][cH:26]2)[cH:17][cH:18]1)[C:27](=[O:28])[OH:29]. Isolated yield 51.9%. Procedure: 2-Chloropyridine (22.7 parts), benzyltriethylammonium chloride (8.0 parts), 3% palladium on charcoal (50% paste; 4.0 parts), sodium formate (20.4 parts) and sodium hydroxide liquor (32%; 27 parts) in water (60 parts) stirred at the boil under reflux for 4 hours. Sodium formate (6.8 parts) is then added tha the mixture held at the boil under reflux for a further 24 hours. The reaction mixture is cooled and then filtered. The residue is washed with ether (75 parts) and then the filtrate extracted ... Product: N1=C(C=CC=C1)C1=NC=CC=C1 (2,2'-bipyridyl). Starting materials: ClC1=NC=CC=C1 (2-Chloropyridine), C(=O)[O-].[Na+] (sodium formate), [OH-].[Na+] (sodium hydroxide), C(=O)[O-].[Na+] (Sodium formate). As a reaction SMILES: Cl[C:2]1[CH:7]=[CH:6][CH:5]=[CH:4][N:3]=1.C([O-])=O.[Na+].[OH-].[Na+]>[Cl-].C([N+](CC)(CC)CC)C1C=CC=CC=1.[Pd].O>[N:3]1[CH:4]=[CH:5][CH:6]=[CH:7][C:2]=1[C:2]1[CH:7]=[CH:6][CH:5]=[CH:4][N:3]=1 |f:1.2,3.4,5.6|. Solvent: O (water). The reagents and catalysts are [Cl-].C(C1=CC=CC=C1)[N+](CC)(CC)CC (benzyltriethylammonium chloride), [Pd] (palladium on charcoal). The product is O1C=C(C=C2C1=CC=C2)C2N(CCCC2)CC[C@@H]2CC[C@H](CC2)NC(CCC(C)C)=O (4-Methyl-pentanoic acid trans-{4-[2-(4-benzofuran-3-yl-piperidin-1-yl)-ethyl]-cyclohexyl}-amide). Procedure: The title compound, off-white solid (72 mg, 68%), MS (ISP) m/z=425.3 [(M+H)+], mp 179° C., was prepared in accordance with the general method of example 1 from trans-4-[2-(4-benzofuran-3-yl-piperidin-1-yl)-ethyl]-cyclohexylamine dihydrochloride (intermediate A) (100 mg, 0.25 mmol) and 4-methyl-pentanoic acid. RXN SMILES: Cl.Cl.[O:3]1[C:8]2=[CH:9][CH:10]=[CH:11][C:7]2=[CH:6][C:5]([CH:12]2[CH2:17][CH2:16][CH2:15][CH2:14][N:13]2[CH2:18][CH2:19][C@H:20]2[CH2:25][CH2:24][C@H:23]([NH2:26])[CH2:22][CH2:21]2)=[CH:4]1.[CH3:27][CH:28]([CH3:34])[CH2:29][CH2:30][C:31](O)=[O:32]>>[O:3]1[C:8]2=[CH:9][CH:10]=[CH:11][C:7]2=[CH:6][C:5]([CH:12]2[CH2:17][CH2:16][CH2:15][CH2:14][N:13]2[CH2:18][CH2:19][C@H:20]2[CH2:21][CH2:22][C@H:23]([NH:26][C:31](=[O:32])[CH2:30][CH2:29][CH:28]([CH3:34])[CH3:27])[CH2:24][CH2:25]2)=[CH:4]1 |f:0.1.2|. The reactants are solid, Cl.Cl.O1C=C(C=C2C1=CC=C2)C2N(CCCC2)CC[C@@H]2CC[C@H](CC2)N (trans-4-[2-(4-benzofuran-3-yl-piperidin-1-yl)-ethyl]-cyclohexylamine dihydrochloride), Cl.Cl.O1C=C(C=C2C1=CC=C2)C2N(CCCC2)CC[C@@H]2CC[C@H](CC2)N (trans-4-[2-(4-benzofuran-3-yl-piperidin-1-yl)-ethyl]-cyclohexylamine dihydrochloride), CC(CCC(=O)O)C (4-methyl-pentanoic acid). The product is CCC(CC)(c1ccc(OCC(=O)C(C)(C)C)c(C)c1)c1cc(C)c2oc(C(=O)N(C)C)cc2c1. RXN SMILES: [CH2:34]([Cl:35])[CH2:36][Cl:37].[CH3:1][C:2]([C:3]([CH2:4][O:5][c:6]1[c:7]([CH3:30])[cH:8][c:9]([C:12]([CH2:13][CH3:14])([CH2:15][CH3:16])[c:17]2[cH:18][c:19]([CH3:29])[c:20]3[c:21]([cH:22][c:23]([C:25](=[O:26])[OH:27])[o:24]3)[cH:28]2)[cH:10][cH:11]1)=[O:31])([CH3:32])[CH3:33].[CH3:39][NH:40][CH3:41].[CH3:45][N:46]([c:47]1[cH:48][cH:49][n:50][cH:51][cH:52]1)[CH3:53].[Cl:42][CH2:43][Cl:44].[ClH:38]>>[CH3:1][C:2]([C:3]([CH2:4][O:5][c:6]1[c:7]([CH3:30])[cH:8][c:9]([C:12]([CH2:13][CH3:14])([CH2:15][CH3:16])[c:17]2[cH:18][c:19]([CH3:29])[c:20]3[c:21]([cH:22][c:23]([C:25](=[O:26])[N:40]([CH3:39])[CH3:41])[o:24]3)[cH:28]2)[cH:10][cH:11]1)=[O:31])([CH3:32])[CH3:33]. Reactants: ClCCCl, CCC(CC)(c1ccc(OCC(=O)C(C)(C)C)c(C)c1)c1cc(C)c2oc(C(=O)O)cc2c1, CNC, CN(C)c1ccncc1, ClCCl, Cl.